This data is from the Open Reaction Database (ORD), a public repository of structured organic reaction records. The task is: describe an organic reaction: reactants, conditions, products, and yield Reactants: ClC=1C=C(C=CC1)CNC ((3-chlorophenyl)-N-methylmethanamine), COC1=CC=C(C=C1)C=1C=CC(N(C1)CC(=O)O)=O (2-(5-(4-methoxyphenyl)-2-oxopyridin-1(2H)-yl)acetic acid), OC1=CC=CC=2NN=NC21 (hydroxybenzotriazole), CCN=C=NCCCN(C)C.Cl (EDCI.HCl). Run in C(Cl)Cl (CH2Cl2), CCOC(=O)C (AcOEt). Reaction conditions: time 12 hour. Yields the product ClC=1C=C(CN(C(CN2C(C=CC(=C2)C2=CC=C(C=C2)OC)=O)=O)C)C=CC1 (N-(3-chlorobenzyl)-2-(5-(4-methoxyphenyl)-2-oxopyridin-1(2H)-yl)-N-methylacetamide). Isolated yield 57.9%. Reaction SMILES: [Cl:1][C:2]1[CH:3]=[C:4]([CH2:8][NH:9][CH3:10])[CH:5]=[CH:6][CH:7]=1.[CH3:11][O:12][C:13]1[CH:18]=[CH:17][C:16]([C:19]2[CH:20]=[CH:21][C:22](=[O:29])[N:23]([CH2:25][C:26]([OH:28])=O)[CH:24]=2)=[CH:15][CH:14]=1.OC1C2N=NNC=2C=CC=1.CCN=C=NCCCN(C)C.Cl>C(Cl)Cl.CCOC(C)=O>[Cl:1][C:2]1[CH:3]=[C:4]([CH:5]=[CH:6][CH:7]=1)[CH2:8][N:9]([CH3:10])[C:26](=[O:28])[CH2:25][N:23]1[CH:24]=[C:19]([C:16]2[CH:15]=[CH:14][C:13]([O:12][CH3:11])=[CH:18][CH:17]=2)[CH:20]=[CH:21][C:22]1=[O:29] |f:3.4|. Procedure details: According to Scheme 9 Step 3: To a solution of (3-chlorophenyl)-N-methylmethanamine (1 eq, 0.19 mmol, 0.03 g), 2-(5-(4-methoxyphenyl)-2-oxopyridin-1(2H)-yl)acetic acid (1 eq, 0.19 mmol, 0.05 g) and hydroxybenzotriazole (1.1 eq, 0.21 mmol, 0.03 g) in CH2Cl2 (2 mL) at room temperature was added EDCI.HCl (1.5 eq, 0.29 mmol, 55 mg). The reaction was stirred at room temperature for 12 hours then diluted with AcOEt. The reaction washed with brine and the organic phase extracted (×3). The combined orga... Reactants: Brc1cnc2[nH]c(-c3ccc(OCC4CO4)cc3)nc2c1, C1CCNC1, [Cl-], [NH4+], CN(C)C=O. The product is OC(COc1ccc(-c2nc3cc(Br)cnc3[nH]2)cc1)CN1CCCC1. Reaction SMILES: [Br:1][c:2]1[cH:3][c:4]2[c:5]([n:6][cH:7]1)[nH:8][c:9](-[c:11]1[cH:12][cH:13][c:14]([O:17][CH2:18][CH:19]3[O:20][CH2:21]3)[cH:15][cH:16]1)[n:10]2.[CH2:22]1[CH2:23][CH2:24][NH:25][CH2:26]1.[Cl-:27].[NH4+:28].[O:29]=[CH:30][N:31]([CH3:32])[CH3:33]>>[Br:1][c:2]1[cH:3][c:4]2[c:5]([n:6][cH:7]1)[nH:8][c:9](-[c:11]1[cH:12][cH:13][c:14]([O:17][CH2:18][CH:19]([OH:20])[CH2:21][N:25]3[CH2:24][CH2:23][CH2:22][CH2:26]3)[cH:15][cH:16]1)[n:10]2. The reactants are CCCC[N+](CCCC)(CCCC)CCCC, C1COCCO1, COc1ccc(COc2ccc(C(=O)O)cc2)cc1, ClCI, [OH-]. Yields the product COc1ccc(COc2ccc(C(=O)OCCl)cc2)cc1. RXN SMILES: [CH2:21]([N+:22]([CH2:23][CH2:24][CH2:25][CH3:26])([CH2:27][CH2:28][CH2:29][CH3:30])[CH2:31][CH2:32][CH2:33][CH3:34])[CH2:35][CH2:36][CH3:37].[CH2:41]1[O:42][CH2:43][CH2:44][O:45][CH2:46]1.[CH3:1][O:2][c:3]1[cH:4][cH:5][c:6]([CH2:7][O:8][c:9]2[cH:10][cH:11][c:12]([C:13](=[O:14])[OH:15])[cH:16][cH:17]2)[cH:18][cH:19]1.[I:38][CH2:39][Cl:40].[OH-:20]>>[CH3:1][O:2][c:3]1[cH:4][cH:5][c:6]([CH2:7][O:8][c:9]2[cH:10][cH:11][c:12]([C:13](=[O:14])[O:15][CH2:39][Cl:40])[cH:16][cH:17]2)[cH:18][cH:19]1.